From a dataset of the Open Reaction Database (ORD), a public repository of structured organic reaction records. describe an organic reaction: reactants, conditions, products, and yield Starting materials: ClCCl, Cc1cc(Nc2nc(NC3CCCCC3NC(=O)OC(C)(C)C)cc3c2C(=O)NC3)ccc1F, O=C(O)C(F)(F)F. The product is Cc1cc(Nc2nc(NC3CCCCC3N)cc3c2C(=O)NC3)ccc1F. Reaction SMILES: [Cl:42][CH2:43][Cl:44].[F:1][c:2]1[c:3]([CH3:34])[cH:4][c:5]([NH:8][c:9]2[n:10][c:11]([NH:19][CH:20]3[CH:21]([NH:26][C:27](=[O:28])[O:29][C:30]([CH3:31])([CH3:32])[CH3:33])[CH2:22][CH2:23][CH2:24][CH2:25]3)[cH:12][c:13]3[c:14]2[C:15](=[O:18])[NH:16][CH2:17]3)[cH:6][cH:7]1.[F:35][C:36]([F:37])([F:38])[C:39]([OH:40])=[O:41]>>[F:1][c:2]1[c:3]([CH3:34])[cH:4][c:5]([NH:8][c:9]2[n:10][c:11]([NH:19][CH:20]3[CH:21]([NH2:26])[CH2:22][CH2:23][CH2:24][CH2:25]3)[cH:12][c:13]3[c:14]2[C:15](=[O:18])[NH:16][CH2:17]3)[cH:6][cH:7]1. Starting materials: ClC1=C(N=CC(=N1)N1C[C@@H](CCC1)NC(OC(C)(C)C)=O)C#N ((R)-tert-butyl 1-(6-chloro-5-cyanopyrazin-2-yl)piperidin-3-ylcarbamate), NC1=CC=C(C=C1)C(=O)N1CCOCC1 ((4-aminophenyl)(morpholino)methanone), C=1C=CC(=CC1)P(C=2C=CC=CC2)C3=CC=C4C=CC=CC4=C3C5=C6C=CC=CC6=CC=C5P(C=7C=CC=CC7)C=8C=CC=CC8 (BINAP), C(=O)([O-])[O-].[Cs+].[Cs+] (Cs2CO3). The reagents and catalysts are CC(=O)[O-].CC(=O)[O-].[Pd+2] (Pd(OAc)2). The solvent is O1CCOCC1 (dioxane). Conditions: temperature 115 celsius, time 2.5 hour. Product: C(#N)C=1N=CC(=NC1NC1=CC=C(C=C1)C(=O)N1CCOCC1)N1C[C@@H](CCC1)NC(OC(C)(C)C)=O ((R)-tert-butyl 1-(5-cyano-6-(4-(morpholine-4-carbonyl)phenylamino)pyrazin-2-yl)piperidin-3-ylcarbamate). Yield: 85.0%. RXN SMILES: Cl[C:2]1[N:7]=[C:6]([N:8]2[CH2:13][CH2:12][CH2:11][C@@H:10]([NH:14][C:15](=[O:21])[O:16][C:17]([CH3:20])([CH3:19])[CH3:18])[CH2:9]2)[CH:5]=[N:4][C:3]=1[C:22]#[N:23].[NH2:24][C:25]1[CH:30]=[CH:29][C:28]([C:31]([N:33]2[CH2:38][CH2:37][O:36][CH2:35][CH2:34]2)=[O:32])=[CH:27][CH:26]=1.C1C=CC(P(C2C(C3C(P(C4C=CC=CC=4)C4C=CC=CC=4)=CC=C4C=3C=CC=C4)=C3C(C=CC=C3)=CC=2)C2C=CC=CC=2)=CC=1.C([O-])([O-])=O.[Cs+].[Cs+]>O1CCOCC1.CC([O-])=O.CC([O-])=O.[Pd+2]>[C:22]([C:3]1[N:4]=[CH:5][C:6]([N:8]2[CH2:13][CH2:12][CH2:11][C@@H:10]([NH:14][C:15](=[O:21])[O:16][C:17]([CH3:20])([CH3:19])[CH3:18])[CH2:9]2)=[N:7][C:2]=1[NH:24][C:25]1[CH:26]=[CH:27][C:28]([C:31]([N:33]2[CH2:34][CH2:35][O:36][CH2:37][CH2:38]2)=[O:32])=[CH:29][CH:30]=1)#[N:23] |f:3.4.5,7.8.9|. Procedure details: A mixture of (R)-tert-butyl 1-(6-chloro-5-cyanopyrazin-2-yl)piperidin-3-ylcarbamate (400 mg, 1.19 mmol), (4-aminophenyl)(morpholino)methanone (490 mg, 2.38 mmol), Pd(OAc)2 (54 mg, 0.24 mmol), BINAP (150 mg, 0.24 mmol), fine powder Cs2CO3 (1.55 g, 4.76 mmol) in dioxane (40 mL) was degassed with nitrogen stream for 3 min. The mixture was stirred in a nitrogen atmosphere at 115° C. for 2.5 h. The mixture was cooled, diluted with 100 mL EtOAc, filtered through celite, and concentrated in vacuo. The ...